Dataset: the Open Reaction Database (ORD), a public repository of structured organic reaction records. Task: describe an organic reaction: reactants, conditions, products, and yield The reactants are C1=CC=CC=2C(C3=C(CCC21)C=CC=C3)S (10,11-dihydro-5H-dibenzo[a,d]cyclohepten-5-thiol), [O-]CC.[Na+] (sodium ethoxide), BrCCCl (1-Bromo-2-chloroethane), [Na] (sodium). Solvent: C(C)O (ethanol), C(C)O (ethanol), C1(=CC=CC=C1)C (toluene). Conditions: time 0.5 hour. Yields the product ClCCSC1C2=C(CCC3=C1C=CC=C3)C=CC=C2 (5-(2-chloroethylsulfanyl)-10,11-dihydro-5H-dibenzo[a,d]cycloheptene). The yield is 99.0%. Reaction SMILES: [CH:1]1[C:11]2[CH2:10][CH2:9][C:8]3[CH:12]=[CH:13][CH:14]=[CH:15][C:7]=3[CH:6]([SH:16])[C:5]=2[CH:4]=[CH:3][CH:2]=1.[O-]CC.[Na+].[Na].Br[CH2:23][CH2:24][Cl:25]>C(O)C.C1(C)C=CC=CC=1>[Cl:25][CH2:24][CH2:23][S:16][CH:6]1[C:7]2[CH:15]=[CH:14][CH:13]=[CH:12][C:8]=2[CH2:9][CH2:10][C:11]2[CH:1]=[CH:2][CH:3]=[CH:4][C:5]1=2 |f:1.2,^1:20|. Procedure details: A solution of the above crude thiol (4.53 g, 0.020 mol) in absolute ethanol (7 ml) was added dropwise to a stirred solution of sodium ethoxide, freshly prepared from absolute ethanol (25 ml) and sodium (0.46 g, 0.020 mol). Stirring was continued for 0.5 h at ambient temperature. 1-Bromo-2-chloroethane (8.60 g, 0.060 mol) was added dropwise and the reaction mixture was stirred at ambient temperature for 16 h. The mixture was diluted with toluene (20 ml) and filtered. The filtrate was evaporated i...